This data is from the Open Reaction Database (ORD), a public repository of structured organic reaction records. The task is: describe an organic reaction: reactants, conditions, products, and yield Reactants: [NH4+].[OH-] (NH4OH), ClC=1C(=CC(=NC1)N1CCN(CC1)C(CCS(=O)(=O)C)=O)C1=NC=C(C=C1C)C (1-[4-(5′-chloro-3,5-dimethyl-2,4′-bipyridin-2′-yl)piperazin-1-yl]-3-(methylsulfonyl)propan-1-one). Reagents/catalysts: [Pd] (Pd/C). The solvent is CO.O (MeOH Water). Reaction conditions: temperature 25 celsius, time 12 hour. Product: CC=1C(=NC=C(C1)C)C1=CC(=NC=C1)N1CCN(CC1)C(CCS(=O)(=O)C)=O (1-(4-(3,5-dimethyl-2,4′-bipyridin-2′-yl)piperazin-1-yl)-3-(methylsulfonyl)propan-1-one). Yield: 89.4%. As a reaction SMILES: Cl[C:2]1[C:3]([C:22]2[C:27]([CH3:28])=[CH:26][C:25]([CH3:29])=[CH:24][N:23]=2)=[CH:4][C:5]([N:8]2[CH2:13][CH2:12][N:11]([C:14](=[O:21])[CH2:15][CH2:16][S:17]([CH3:20])(=[O:19])=[O:18])[CH2:10][CH2:9]2)=[N:6][CH:7]=1.[NH4+].[OH-]>[Pd].CO.O>[CH3:28][C:27]1[C:22]([C:3]2[CH:2]=[CH:7][N:6]=[C:5]([N:8]3[CH2:9][CH2:10][N:11]([C:14](=[O:21])[CH2:15][CH2:16][S:17]([CH3:20])(=[O:18])=[O:19])[CH2:12][CH2:13]3)[CH:4]=2)=[N:23][CH:24]=[C:25]([CH3:29])[CH:26]=1 |f:1.2,4.5|. Procedure details: To 1-[4-(5′-chloro-3,5-dimethyl-2,4′-bipyridin-2′-yl)piperazin-1-yl]-3-(methylsulfonyl)propan-1-one (44 mg, 0.10 mmol) was added MeOH/Water 6:1 (5 mL, 0.02M), then 10% Pd/C (25 μL=20 w/w % relative to substrate) followed by NH4OH (1.0 mL, 5 eq, 0.5M solution in MeOH). The reaction of mixture was stirred at ambient temperature at 25° C. under balloon H2 for 12 hrs. After filtering off catalyst through celite, the concentrated crude product was diluted with EtOAc (25 mL), washed with water (10 mL)...